From a dataset of the Open Reaction Database (ORD), a public repository of structured organic reaction records. describe an organic reaction: reactants, conditions, products, and yield Reactants: C(=O)(Cl)Cl (phosgene), C1(=CC=CC=C1)C(N1CC(C1)OC1=CC(=C(C=C1)Cl)Cl)C1=CC=CC=C1 (1-(diphenylmethyl)-3-(3,4-dichlorophenoxy)azetidine), C([O-])([O-])=O.[K+].[K+] (potassium carbonate), tacky material, ligroin. The solvent is C(Cl)Cl (methylene chloride), C(Cl)Cl (methylene chloride). Reaction conditions: time 1 hour. Product: C1(=CC=CC=C1)C(C1=CC=CC=C1)Cl (diphenylmethyl chloride). As a reaction SMILES: C(Cl)([Cl:3])=O.C(=O)([O-])[O-].[K+].[K+].[C:11]1([CH:17]([C:31]2[CH:36]=[CH:35][CH:34]=[CH:33][CH:32]=2)N2CC(OC3C=CC(Cl)=C(Cl)C=3)C2)[CH:16]=[CH:15][CH:14]=[CH:13][CH:12]=1>C(Cl)Cl>[C:11]1([CH:17]([Cl:3])[C:31]2[CH:36]=[CH:35][CH:34]=[CH:33][CH:32]=2)[CH:16]=[CH:15][CH:14]=[CH:13][CH:12]=1 |f:1.2.3|. Reported procedure: A solution of 14 g (0.144 mole) of phosgene weighed into 200 mL of methylene chloride was treated with 19.9 g (0.144 mole) of anhydrous potassium carbonate and stirred for 1 h then 45.9 g (0.12 mole) of 1-(diphenylmethyl)-3-(3,4-dichlorophenoxy)azetidine in 100 mL of methylene chloride was added dropwise and stirring was continued for 72 h. The reaction mixture was filtered to remove the inorganic salts and then concentrated in vacuo to a pale yellow oil (67 g). Trituration of the residue with c...